This data is from the Open Reaction Database (ORD), a public repository of structured organic reaction records. The task is: describe an organic reaction: reactants, conditions, products, and yield The reactants are CC=1C=C(C(=O)C2=CC=CC=C2)C=CC1 (3-methyl-benzophenone), BrN1C(CCC1=O)=O (N-bromosuccinimide). The reagents and catalysts are C(C1=CC=CC=C1)(=O)OOC(C1=CC=CC=C1)=O (benzoyl peroxide), C(C1=CC=CC=C1)(=O)OOC(C1=CC=CC=C1)=O (benzoyl peroxide), C(C1=CC=CC=C1)(=O)OOC(C1=CC=CC=C1)=O (benzoyl peroxide), C(C1=CC=CC=C1)(=O)OOC(C1=CC=CC=C1)=O (benzoyl peroxide). The solvent is C(Cl)(Cl)(Cl)Cl (carbon tetrachloride). Reaction conditions: time 2 hour. The product is BrCC=1C=C(C(=O)C2=CC=CC=C2)C=CC1 (3-bromomethyl-benzophenone). The yield is 114.4%. RXN SMILES: [CH3:1][C:2]1[CH:3]=[C:4]([CH:13]=[CH:14][CH:15]=1)[C:5]([C:7]1[CH:12]=[CH:11][CH:10]=[CH:9][CH:8]=1)=[O:6].[Br:16]N1C(=O)CCC1=O>C(OOC(=O)C1C=CC=CC=1)(=O)C1C=CC=CC=1.C(Cl)(Cl)(Cl)Cl>[Br:16][CH2:1][C:2]1[CH:3]=[C:4]([CH:13]=[CH:14][CH:15]=1)[C:5]([C:7]1[CH:12]=[CH:11][CH:10]=[CH:9][CH:8]=1)=[O:6]. Reported procedure: A mixture of 32 g of 3-methyl-benzophenone (process of Ador et al, Berichte, Vol. 12, p. 2299), 96 ml of carbon tetrachloride, 26 g of N-bromosuccinimide and 100mg of benzoyl peroxide was refluxed for one hour and after the addition of another 100mg of benzoyl peroxide, the mixture was refluxed for 1 hour. Another 100 mg of benzoyl peroxide were added and reflux was maintained for 11/2 hours. Another 100 mg of benzoyl peroxide were added and reflux was maintained with stirring for 11/2 hours. Th... As a reaction SMILES: [Br:9][c:10]1[c:11]([Cl:17])[n:12][c:13]([Cl:16])[n:14][cH:15]1.[CH2:18]1[O:19][CH2:20][CH2:21][CH2:22]1.[H-:8].[Na+:7].[OH:1][CH:2]1[CH2:3][O:4][CH2:5][CH2:6]1>>[O:1]([CH:2]1[CH2:3][O:4][CH2:5][CH2:6]1)[c:11]1[c:10]([Br:9])[cH:15][n:14][c:13]([Cl:16])[n:12]1. The product is Clc1ncc(Br)c(OC2CCOC2)n1. Reactants: Clc1ncc(Br)c(Cl)n1, C1CCOC1, [H-], [Na+], OC1CCOC1. Starting materials: COC(C1=CN=C(C(=C1)Br)Cl)=O (5-bromo-6-chloro-nicotinic acid methyl ester), NC[C@@](O)(C1CC1)C ((S)-α-(aminomethyl)-α-methyl-cyclopropanemethanol), OCC1CC1 (hydroxymethylcyclopropane), FC(C1=CC=C(C=C1)B(O)O)(F)F (4-trifluoromethylphenyl-boronic acid). Yields the product C1(CC1)[C@](CNC(C1=CN=C(C(=C1)C1=CC=C(C=C1)C(F)(F)F)OCC1CC1)=O)(C)O (N—((S)-2-Cyclopropyl-2-hydroxy-propyl)-6-cyclopropylmethoxy-5-(4-trifluoromethyl-phenyl)-nicotinamide). As a reaction SMILES: CO[C:3](=[O:12])[C:4]1[CH:9]=[C:8](Br)[C:7](Cl)=[N:6][CH:5]=1.[OH:13][CH2:14][CH:15]1[CH2:17][CH2:16]1.[F:18][C:19]([F:30])([F:29])[C:20]1[CH:25]=[CH:24][C:23](B(O)O)=[CH:22][CH:21]=1.[NH2:31][CH2:32][C@:33]([CH3:38])([CH:35]1[CH2:37][CH2:36]1)[OH:34]>>[CH:35]1([C@@:33]([OH:34])([CH3:38])[CH2:32][NH:31][C:3](=[O:12])[C:4]2[CH:9]=[C:8]([C:23]3[CH:24]=[CH:25][C:20]([C:19]([F:30])([F:29])[F:18])=[CH:21][CH:22]=3)[C:7]([O:13][CH2:14][CH:15]3[CH2:17][CH2:16]3)=[N:6][CH:5]=2)[CH2:37][CH2:36]1. Procedure details: The title compound was synthesized in analogy to the procedure described for the preparation of Example 43, using 5-bromo-6-chloro-nicotinic acid methyl ester, hydroxymethylcyclopropane (commercially available), 4-trifluoromethylphenyl-boronic acid (commercially available) and (S)-α-(aminomethyl)-α-methyl-cyclopropanemethanol (WO 2006/106054) as starting materials. MS (ISP): 435.3 (M+H+).